From a dataset of the Open Reaction Database (ORD), a public repository of structured organic reaction records. describe an organic reaction: reactants, conditions, products, and yield The reactants are C(C)(=O)O (acetic acid), C(C1=CC=CC=C1)CN (N-benzylmethylamine), C(C)(C)(C)OC(=O)N1CCC(CC1)=O (1-tert-butoxycarbonyl-4-piperidone), C(C)(=O)O[BH-](OC(C)=O)OC(C)=O.[Na+] (sodium triacetoxyborohydride), C1CCOC1 (THF). Run at time 40 hour. The product is C(C)(C)(C)OC(=O)N1CCC(CC1)N(C)CC1=CC=CC=C1 (4-(N-Benzyl-N-methylamino)piperidine-1-carboxylic acid tert-butyl ester). Reaction SMILES: C([CH2:8][NH2:9])C1C=CC=CC=1.[C:10]([O:14][C:15]([N:17]1[CH2:22][CH2:21][C:20](=O)[CH2:19][CH2:18]1)=[O:16])([CH3:13])([CH3:12])[CH3:11].C(O[BH-](O[C:34](=O)[CH3:35])OC(=O)C)(=O)C.[Na+].[C:38](O)(=O)C.[CH2:42]1[CH2:46]O[CH2:44][CH2:43]1>>[C:10]([O:14][C:15]([N:17]1[CH2:22][CH2:21][CH:20]([N:9]([CH2:8][C:34]2[CH:35]=[CH:46][CH:42]=[CH:43][CH:44]=2)[CH3:38])[CH2:19][CH2:18]1)=[O:16])([CH3:13])([CH3:12])[CH3:11] |f:2.3|. Procedure: To a solution of N-benzylmethylamine (648 μL, 5.02 mmol) and 1-tert-butoxycarbonyl-4-piperidone (500 mg, 2.51 mmol) in THF (8 mL) was added sodium triacetoxyborohydride (798 mg, 3.76 mmol) followed by acetic acid (144 μL, 2.51 mmol) and the reaction stirred at rt for 40 h. Solvent was removed in vacuo and the residue partitioned between ethyl acetate (15 mL) and water (15 mL). The organic layer was washed with sodium bicarbonate solution (2×15 mL) then brine (2×20 mL), dried (MgSO4) and the solv... Starting materials: C(#N)[BH3-].[Na+] (sodium cyanoborohydride), C=O (formaldehyde), S(=O)(=O)([O-])[O-].[Na+].[Na+] (sodium sulphate), NC1C(=C(C(C2(C(=C3C(C4=C(C=CC(=C4SC3CC12)OC)O)=O)O)O)=O)C(=O)N)O (4-amino-1,4,4a,5,5a,6,11,12a-octahydro- 3,10,12,12a-tetrahydroxy-7-methoxy-1,11-dioxo-6-thianaphthacene-2-carboxamide). Solvent: CO (methanol), C(Cl)(Cl)Cl (Chloroform). Reaction conditions: time 30 minute. The product is CN(C1C(=C(C(C2(C(=C3C(C4=C(C=CC(=C4SC3CC12)OC)O)=O)O)O)=O)C(=O)N)O)C (4-dimethylamino-1,4,4a,5,5a,6,11,12a-octahydro-3,10,12,12a-tetrahydroxy-7-methoxy-1,11-dioxo-6-thianaphthacene-2-carboxamide). Reaction SMILES: [C:1]([BH3-])#[N:2].[Na+].[CH2:5]=O.S([O-])([O-])(=O)=O.[Na+].[Na+].N[CH:15]1[CH:32]2[C:19]([OH:38])([C:20]([OH:37])=[C:21]3[CH:30]([CH2:31]2)[S:29][C:28]2[C:23](=[C:24]([OH:35])[CH:25]=[CH:26][C:27]=2[O:33][CH3:34])[C:22]3=[O:36])[C:18](=[O:39])[C:17]([C:40]([NH2:42])=[O:41])=[C:16]1[OH:43]>CO.C(Cl)(Cl)Cl>[CH3:5][N:2]([CH3:1])[CH:15]1[CH:32]2[C:19]([OH:38])([C:20]([OH:37])=[C:21]3[CH:30]([CH2:31]2)[S:29][C:28]2[C:23](=[C:24]([OH:35])[CH:25]=[CH:26][C:27]=2[O:33][CH3:34])[C:22]3=[O:36])[C:18](=[O:39])[C:17]([C:40]([NH2:42])=[O:41])=[C:16]1[OH:43] |f:0.1,3.4.5|. Procedure details: 400 mg of sodium cyanoborohydride, 0.5 ml of 35% aqueous formaldehyde solution and a little sodium sulphate are added to a solution of 434 mg of 4-de-dimethylamino-4-amino-7-methoxy-6-thiatetracycline (obtained in accordance with Example 1) in 80 ml of methanol and the mixture is stirred for 30 minutes at 20°. Chloroform is then added, followed by washing with dilute hydrochloric acid, drying and evaporation to give 7-methoxy-6-thiatetracycline, m.p. 225°. Reactants: CN, CC#N, CO, Fc1ccc(-n2c(CCl)csc2=S)c(F)c1F. Yields the product CN1Cc2csc(=S)n2-c2ccc(F)c(F)c21. As a reaction SMILES: [CH3:18][NH2:19].[CH3:20][C:21]#[N:22].[CH3:23][OH:24].[Cl:1][CH2:2][c:3]1[n:4](-[c:9]2[c:10]([F:17])[c:11]([F:16])[c:12]([F:15])[cH:13][cH:14]2)[c:5](=[S:8])[s:6][cH:7]1>>[CH2:2]1[c:3]2[n:4]([c:5](=[S:8])[s:6][cH:7]2)-[c:9]2[c:10]([c:11]([F:16])[c:12]([F:15])[cH:13][cH:14]2)[N:19]1[CH3:18]. Starting materials: C([O-])([O-])=O.[K+].[K+] (potassium carbonate), O (water), 16.9, ON(C(C1=C(N=CC=C1)Cl)=O)C1CCCCC1 (2-chloronicotinic acid-N-hydroxy-N-cyclohexylamide), S(=O)(=O)(OC)OC (dimethyl sulfate). Solvent: O1CCOCC1 (dioxane). Run at temperature 45 celsius, time 30 minute. Product: 14.8, C1(CCCCC1)N(C(C1=C(N=CC=C1)Cl)=O)OC (2-chloronicotinic acid-N-cyclohexyl-N-methoxyamide). Reaction SMILES: [C:1](=[O:4])([O-])[O-].[K+].[K+].O.O[N:9]([CH:19]1[CH2:24][CH2:23][CH2:22][CH2:21][CH2:20]1)[C:10](=[O:18])[C:11]1[CH:16]=[CH:15][CH:14]=[N:13][C:12]=1[Cl:17].S(OC)(OC)(=O)=O>O1CCOCC1>[CH:19]1([N:9]([O:4][CH3:1])[C:10](=[O:18])[C:11]2[CH:16]=[CH:15][CH:14]=[N:13][C:12]=2[Cl:17])[CH2:20][CH2:21][CH2:22][CH2:23][CH2:24]1 |f:0.1.2|. Procedure: 20 parts of potassium carbonate in 25 parts of water is added to a solution of 16.9 parts of 2-chloronicotinic acid-N-hydroxy-N-cyclohexylamide in 50 parts of dioxane. At 45° C, 12.6 parts of dimethyl sulfate is dripped into the reaction solution and the whole stirred for 30 minutes at 45° C. The reaction product is precipitated by the addition of water. Crystallization from a mixture of benzene and ligroin yields 14.8 parts of 2-chloronicotinic acid-N-cyclohexyl-N-methoxyamide, m.p.: 96° to 98°... Starting materials: C(C1=CC=CC=C1)(C1=CC=CC=C1)(C1=CC=CC=C1)NC=1SC=C(N1)/C(/C(=O)N[C@H]1[C@@H]2N(C(=C(CS2)CSC2=NN=NN2NC=O)C(=O)O)C1=O)=N/OC (7β-[2-(2-tritylaminothiazol-4-yl)-(Z)-2-methoxyiminoacetamido]-3-[(1-formamido-1H-tetrazol-5-yl)thiomethyl]-3-cephem-4-carboxylic acid), O1CCCC1 (tetrahydrofuran), CCOCC (ether), O (water). Solvent: C(=O)O (formic acid). Conditions: time 1 hour. The product is C(=O)O.NC=1SC=C(N1)/C(/C(=O)N[C@H]1[C@@H]2N(C(=C(CS2)CSC2=NN=NN2NC=O)C(=O)O)C1=O)=N/OC (7β-[2-(2-aminothiazol-4-yl)-(Z)-2-methoxyiminoacetamido]-3-[(1-formamido-1H-tetrazol-5-yl)thiomethyl]-3-cephem-4-carboxylic acid formate). The yield is 73.9%. RXN SMILES: C([NH:20][C:21]1[S:22][CH:23]=[C:24](/[C:26](=[N:52]/[O:53][CH3:54])/[C:27]([NH:29][C@@H:30]2[C:50](=[O:51])[N:32]3[C:33]([C:47]([OH:49])=[O:48])=[C:34]([CH2:37][S:38][C:39]4[N:43]([NH:44][CH:45]=[O:46])[N:42]=[N:41][N:40]=4)[CH2:35][S:36][C@H:31]23)=[O:28])[N:25]=1)(C1C=CC=CC=1)(C1C=CC=CC=1)C1C=CC=CC=1.O.O1CCCC1.CCOCC>C(O)=O>[CH:47]([OH:49])=[O:48].[NH2:20][C:21]1[S:22][CH:23]=[C:24](/[C:26](=[N:52]/[O:53][CH3:54])/[C:27]([NH:29][C@@H:30]2[C:50](=[O:51])[N:32]3[C:33]([C:47]([OH:49])=[O:48])=[C:34]([CH2:37][S:38][C:39]4[N:43]([NH:44][CH:45]=[O:46])[N:42]=[N:41][N:40]=4)[CH2:35][S:36][C@H:31]23)=[O:28])[N:25]=1 |f:5.6|. Procedure details: 2.60 g of 7β-[2-(2-tritylaminothiazol-4-yl)-(Z)-2-methoxyiminoacetamido]-3-[(1-formamido-1H-tetrazol-5-yl)thiomethyl]-3-cephem-4-carboxylic acid were dissolved in 10 ml of 80% formic acid, and the solution was stirred at room temperature for one hour. 40 ml of water were added to the reaction solution, and insoluble materials were removed by filtration. The filtrate was condensed at a temperature below 40° C. under reduced pressure. One ml of tetrahydrofuran and 2 ml of ether were added to the r... Starting materials: C(C)(C)(C)C1=CC=C(OC[C@@H]2CN=C(O2)N)C=C1 ((S)-5-(4-tert-butyl-phenoxymethyl)-4,5-dihydro-oxazol-2-ylamine), C(C#C)(=O)OCC (ethyl propiolate). Solvent: C(C)O (ethanol). Product: C(C)(C)(C)C1=CC=C(OC[C@@H]2CN3C(=NC(C=C3)=O)O2)C=C1 ((S)-2-(4-tert-butyl-phenoxymethyl)-2,3-dihydro-oxazolo[3,2-a]pyrimidin-7-one). Isolated yield 50.9%. RXN SMILES: [C:1]([C:5]1[CH:18]=[CH:17][C:8]([O:9][CH2:10][C@H:11]2[O:15][C:14]([NH2:16])=[N:13][CH2:12]2)=[CH:7][CH:6]=1)([CH3:4])([CH3:3])[CH3:2].[C:19](OCC)(=[O:22])[C:20]#[CH:21]>C(O)C>[C:1]([C:5]1[CH:18]=[CH:17][C:8]([O:9][CH2:10][C@H:11]2[O:15][C:14]3=[N:16][C:19](=[O:22])[CH:20]=[CH:21][N:13]3[CH2:12]2)=[CH:7][CH:6]=1)([CH3:4])([CH3:2])[CH3:3]. Procedure details: To a solution of (S)-5-(4-tert-butyl-phenoxymethyl)-4,5-dihydro-oxazol-2-ylamine (4.53 g, 18.3 mmol) in ethanol (35 mL) was added ethyl propiolate (2.32 g, 23.7 mmol). The reaction mixture was stirred at reflux for 6 hours. The mixture was stirred at 30° C. for a few minutes and subsequently cooled to room temperature. The resulting crystals were collected and washed twice with hexane. The solid was dried under high vacuum at 65° C. for 18 hours to afford 2.8 g (50%) of (S)-2-(4-tert-butyl-pheno... The reactants are CC=1NCCN1 (2-methyl-2-imidazoline), ClCC(C)=O (chloroacetone). Run in CC(=O)C (acetone). Yields the product O=C(CN1C(=NCC1)C)C (1-(2-oxopropyl)-2-methyl-2-imidazoline). As a reaction SMILES: [CH3:1][C:2]1[NH:3][CH2:4][CH2:5][N:6]=1.Cl[CH2:8][C:9](=[O:11])[CH3:10]>CC(C)=O>[O:11]=[C:9]([CH3:10])[CH2:8][N:6]1[CH2:5][CH2:4][N:3]=[C:2]1[CH3:1]. Reported procedure: A mixture of 8.4 g. of 2-methyl-2-imidazoline and 9.25 g. of chloroacetone is refluxed in 100 ml. of acetone for two hours. The solvent is removed in vacuo, and the residue is taken up in water and neutralized with 1N sodium hydroxide. Extracting with chloroform, drying and removing the solvent in vacuo gives 1-(2-oxopropyl)-2-methyl-2-imidazoline.